This data is from the Open Reaction Database (ORD), a public repository of structured organic reaction records. The task is: describe an organic reaction: reactants, conditions, products, and yield Reactants: CC1(C(CC(CC1)=O)=O)C (4,4-Dimethyl-1,3-cyclohexanedione), BrC=1C=C(C=O)C=CC1F (3-bromo-4-fluorobenzaldehyde), NC1=NNC=C1 (3-aminopyrazole). Reaction SMILES: [CH3:1][C:2]1([CH3:10])[CH2:7][CH2:6][C:5](=O)[CH2:4][C:3]1=[O:9].[Br:11][C:12]1[CH:13]=[C:14]([CH:17]=[CH:18][C:19]=1[F:20])[CH:15]=O.[NH2:21][C:22]1[CH:26]=[CH:25][NH:24][N:23]=1>>[Br:11][C:12]1[CH:13]=[C:14]([CH:15]2[C:4]3[C:3](=[O:9])[C:2]([CH3:10])([CH3:1])[CH2:7][CH2:6][C:5]=3[NH:21][C:22]3=[CH:26][CH:25]=[N:24][N:23]23)[CH:17]=[CH:18][C:19]=1[F:20]. Procedure details: 4,4-Dimethyl-1,3-cyclohexanedione, 3-bromo-4-fluorobenzaldehyde and 3-aminopyrazole were processed as described in General Procedure A to provide the title compound. Product: BrC=1C=C(C=CC1F)C1N2C(NC=3CCC(C(C13)=O)(C)C)=CC=N2 (9-(3-Bromo-4-fluorophenyl)-7,7-dimethyl-5,6,7,9-tetrahydropyrazolo[5,1-b]quinazolin-8(4H)-one).